This data is from the Open Reaction Database (ORD), a public repository of structured organic reaction records. The task is: describe an organic reaction: reactants, conditions, products, and yield Reactants: [N+](=O)([O-])C1=C(C=CC(=C1)C)I(Cl)Cl (2-Nitro-4-methyl(dichloroiodo)benzene), [OH-].[Na+] (sodium hydroxide). Conditions: time 15 minute. Product: [N+](=O)([O-])C1=C(C=CC(=C1)C)I=O (2-Nitro-4-methyliodosobenzene). Reaction SMILES: [N+:1]([C:4]1[CH:9]=[C:8]([CH3:10])[CH:7]=[CH:6][C:5]=1[I:11](Cl)Cl)([O-:3])=[O:2].[OH-:14].[Na+]>>[N+:1]([C:4]1[CH:9]=[C:8]([CH3:10])[CH:7]=[CH:6][C:5]=1[I:11]=[O:14])([O-:3])=[O:2] |f:1.2|. Procedure: 2-Nitro-4-methyl(dichloroiodo)benzene (2.0 g, 6.0 mmol) was added portion-wise, over a period of 15 min, to a cold (5° C.), stirred solution of 20 percent aqueous sodium hydroxide (100 mL). Five min after the addition, the desired product, an orange solid, insoluble in the reaction medium, was isolated by filtration; yield, 1.51. g. Starting materials: [Cl-].C(CCCCCCCCC)[N+](C)(C)CCCCCCCCCC (didecyldimethylammonium chloride), C(CCC)NC(OC(C#C)I)=O (iodopropargyl butylcarbamate), C(C)(=O)[O-].C(CCCCCCCCC)[N+](C)(C)CCCCCCCCCC (didecyldimethylammonium acetate). Yields the product [Cl-].C(CCCCCCCCC)[N+](C)(C)CCCCCCCCCC.C(CCC)NC(OC(C#C)I)=O (Didecyldimethylammonium chloride iodopropargyl butylcarbamate). Reaction SMILES: [Cl-:1].[CH2:2]([N+:12]([CH2:15][CH2:16][CH2:17][CH2:18][CH2:19][CH2:20][CH2:21][CH2:22][CH2:23][CH3:24])([CH3:14])[CH3:13])[CH2:3][CH2:4][CH2:5][CH2:6][CH2:7][CH2:8][CH2:9][CH2:10][CH3:11].[CH2:25]([NH:29][C:30](=[O:36])[O:31][CH:32]([I:35])[C:33]#[CH:34])[CH2:26][CH2:27][CH3:28].C([O-])(=O)C.C([N+](CCCCCCCCCC)(C)C)CCCCCCCCC>>[Cl-:1].[CH2:15]([N+:12]([CH2:2][CH2:3][CH2:4][CH2:5][CH2:6][CH2:7][CH2:8][CH2:9][CH2:10][CH3:11])([CH3:14])[CH3:13])[CH2:16][CH2:17][CH2:18][CH2:19][CH2:20][CH2:21][CH2:22][CH2:23][CH3:24].[CH2:25]([NH:29][C:30](=[O:36])[O:31][CH:32]([I:35])[C:33]#[CH:34])[CH2:26][CH2:27][CH3:28] |f:0.1,3.4,5.6.7|. Procedure details: The procedure of Example 173 was followed, substituting a mixture of 4 parts of didecyldimethylammonium chloride and 1 part of iodopropargyl butylcarbamate for the didecyldimethylammonium acetate. Starting materials: CC1(CC=C(C=2C=C(C=CC12)C#CC1=CC=C(C(=O)OCC)C=C1)C=1SC=CN1)C (ethyl 4-[(7,8-dihydro-8,8-dimethyl-5-(2-thiazolyl)naphth-3-yl)ethynyl]benzoate), CC1(CC=C(C=2C=C(C=CC12)C#CC1=CC=C(C(=O)OCC)C=C1)C=1SC=CN1)C (ethyl 4-[(7,8-dihydro-8,8-dimethyl-5-(2-thiazolyl)naphth-3-yl)ethynyl]benzoate), FC(S(=O)(=O)OC=1C=2C=C(C=CC2C(CC1)(C)C)C#CC1=CC=C(C(=O)OCC)C=C1)(F)F (ethyl 4-[(5-trifluoromethylsulfonyloxy-7,8-dihydro-8,8-dimethylnaphth-3-yl)ethynyl]benzoate), FC(S(=O)(=O)OC=1C=2C=C(C=CC2C(CC1)(C)C)C#CC1=CC=C(C(=O)OCC)C=C1)(F)F (ethyl 4-[(5-trifluoromethylsulfonyloxy-7,8-dihydro-8,8-dimethylnaphth-3-yl)ethynyl]benzoate). Product: CC1(CC=C(C=2C=C(C=CC12)C#CC1=CC=C(C(=O)OCC)C=C1)C1=CC=C(C=C1)C)C (Ethyl 4-[(7,8-dihydro-8,8-dimethyl-5-(4-methylphenyl)naphth-3-yl)ethynyl]benzoate). Reaction SMILES: [CH3:1][C:2]1([CH3:30])[C:11]2[CH:10]=[CH:9][C:8]([C:12]#[C:13][C:14]3[CH:24]=[CH:23][C:17]([C:18]([O:20][CH2:21][CH3:22])=[O:19])=[CH:16][CH:15]=3)=[CH:7][C:6]=2[C:5]([C:25]2SC=CN=2)=[CH:4][CH2:3]1.FC(F)(F)S(O[C:37]1[C:38]2[CH:39]=C(C#CC3C=CC(C(OCC)=O)=CC=3)C=[CH:42][C:43]=2C(C)(C)C[CH:46]=1)(=O)=O>>[CH3:30][C:2]1([CH3:1])[C:11]2[CH:6]=[CH:7][C:8]([C:12]#[C:13][C:14]3[CH:24]=[CH:23][C:17]([C:18]([O:20][CH2:21][CH3:22])=[O:19])=[CH:16][CH:15]=3)=[CH:9][C:10]=2[C:5]([C:25]2[CH:42]=[CH:43][C:38]([CH3:39])=[CH:37][CH:46]=2)=[CH:4][CH2:3]1. Procedure: Employing the same general procedure as for the preparation of ethyl 4-[(7,8-dihydro-8,8-dimethyl-5-(2-thiazolyl)naphth-3-yl)ethynyl]benzoate (Compound 67), 200.0 mg (0.42 mmol) of ethyl 4-[(5-triflouromethylsulfonyloxy-7,8-dihydro-8,8-dimethylnaphth-3-yl)ethynyl]benzoate (Compound 66) was converted into the title compound (colorless solid) using 113.8 mg (0.835 mmol) of zinc chloride and 4-methylphenyllithium (prepared by adding 40.4 mg (0.42 ml, 0.63 mmol) of n-butyllithium (1.5M solution in h... The reactants are C(C)[S-].[Na+] (sodium ethanethiolate), BrC1=C(C=C(C=C1)SC(F)(F)F)F (l-bromo-2-fluoro-4-trifluoromethylsulfanylbenzene), C1CCOC1 (THF), C([O-])(O)=O.[Na+] (sodium bicarbonate). The solvent is CN(C)C=O (DMF). Conditions: time 30 minute. The product is BrC1=C(C=C(C=C1)SC(F)(F)F)SCC (1-bromo-2-ethylsulfanyl-4-trifluoromethylsulfanylbenzene). The yield is 58.3%. As a reaction SMILES: [CH2:1]([S-:3])[CH3:2].[Na+].[Br:5][C:6]1[CH:11]=[CH:10][C:9]([S:12][C:13]([F:16])([F:15])[F:14])=[CH:8][C:7]=1F.C1COCC1.C(=O)(O)[O-].[Na+]>CN(C=O)C>[Br:5][C:6]1[CH:11]=[CH:10][C:9]([S:12][C:13]([F:16])([F:15])[F:14])=[CH:8][C:7]=1[S:3][CH2:1][CH3:2] |f:0.1,4.5|. Procedure: 0.21 g of sodium ethanethiolate (80%) was added to a mixture of 0.55 g of l-bromo-2-fluoro-4-trifluoromethylsulfanylbenzene and 4 ml of THF under ice cooling, and the mixture was stirred at room temperature for 30 minutes. 2 mL of DMF was added to the reaction mixture, and the mixture was stirred at 80° C. for 2 hours. A saturated aqueous sodium bicarbonate solution was added to the cooled reaction mixture, and the mixture was extracted with ethyl acetate and then dried with anhydrous sodium sul... The reactants are CC(C)([O-])C.[K+] (potassium-t-butoxide), ClC=1C=C(C=CC1)NC1=NC=CC(=N1)C1=CC(=NC=C1)NCC ((3-chloro-phenyl)-[4-(2-ethylamino-pyridin-4-yl)-pyrimidin-2-yl]-amine), ClCOC (chloromethylmethylether). RXN SMILES: CC(C)([O-])C.[K+].[Cl:7][C:8]1[CH:9]=[C:10]([NH:14][C:15]2[N:20]=[C:19]([C:21]3[CH:26]=[CH:25][N:24]=[C:23]([NH:27][CH2:28][CH3:29])[CH:22]=3)[CH:18]=[CH:17][N:16]=2)[CH:11]=[CH:12][CH:13]=1.Cl[CH2:31][O:32][CH3:33]>O1CCCC1>[Cl:7][C:8]1[CH:9]=[C:10]([NH:14][C:15]2[N:20]=[C:19]([C:21]3[CH:26]=[CH:25][N:24]=[C:23]([N:27]([CH2:28][CH3:29])[CH2:31][O:32][CH3:33])[CH:22]=3)[CH:18]=[CH:17][N:16]=2)[CH:11]=[CH:12][CH:13]=1 |f:0.1|. Reaction conditions: temperature 0 celsius, time 2 hour. Run in O1CCCC1 (tetrahydrofurane). Procedure: Solid potassium-t-butoxide (0.27 g, 2.5 mmol) is added at room temperature to a solution of (3-chloro-phenyl)-[4-(2-ethylamino-pyridin-4-yl)-pyrimidin-2-yl]-amine (0.5 g,1.5 mmol) in dry tetrahydrofurane (15 ml). The resulting solution is cooled to 0° C. and chloromethylmethylether (0.16 g, 2.0 mmol) is added at such a rate that the temperature does not exceed 5° C. After stirring the mixture for 2 hours at room temperature, the solvent is evaporated under reduced pressure and the product is pur... The product is ClC=1C=C(C=CC1)NC1=NC=CC(=N1)C1=CC(=NC=C1)N(COC)CC ((3-Chloro-phenyl)-{4-[2-(ethyl-methoxymethyl-amino)-pyridin-4-yl]-pyrimidin-2-yl}-amine).